From a dataset of the Open Reaction Database (ORD), a public repository of structured organic reaction records. describe an organic reaction: reactants, conditions, products, and yield As a reaction SMILES: [CH2:1]([N:8]1[CH2:12][C@@H:11]([C:13]2[CH:18]=[CH:17][C:16]([Cl:19])=[C:15]([F:20])[CH:14]=2)[C@H:10](C(O)=O)[CH2:9]1)[C:2]1[CH:7]=[CH:6][CH:5]=[CH:4][CH:3]=1.CC[N:26]([CH:30](C)C)C(C)C.C1(P(N=[N+]=[N-])(C2C=CC=CC=2)=[O:40])C=CC=CC=1.[C:50]([OH:54])([CH3:53])([CH3:52])[CH3:51]>>[C:50]([O:54][C:30](=[O:40])[NH:26][C@H:10]1[C@H:11]([C:13]2[CH:18]=[CH:17][C:16]([Cl:19])=[C:15]([F:20])[CH:14]=2)[CH2:12][N:8]([CH2:1][C:2]2[CH:3]=[CH:4][CH:5]=[CH:6][CH:7]=2)[CH2:9]1)([CH3:53])([CH3:52])[CH3:51]. Reported procedure: A mixture of 15.1 g (41 mmol) (3S,4R)-1-Benzyl-4-(4-chloro-3-fluoro-phenyl)-pyrrolidine-3-carboxylic acid and 11.6 g (90 mmol) DIPEA in 100 mL t-butanol was heated to 55° C. and 12.4 g (45 mmol) diphenylphosphoryl azide was added. The mixture was heated to 80° C. for 3 h and evaporated. The residue was subjected to column chromatography on silica eluting with a gradient formed from ethyl acetate and heptane to yield after evaporation of the product containing fractions 5.7 g (34%) of the title c... Reaction conditions: temperature 55 celsius. Product: C(C)(C)(C)OC(N[C@@H]1CN(C[C@H]1C1=CC(=C(C=C1)Cl)F)CC1=CC=CC=C1)=O ([(3S,4R)-1-Benzyl-4-(4-chloro-3-fluoro-phenyl)-pyrrolidin-3-yl]-carbamic acid tert-butyl ester). Starting materials: C(C1=CC=CC=C1)N1C[C@H]([C@@H](C1)C1=CC(=C(C=C1)Cl)F)C(=O)O ((3S,4R)-1-Benzyl-4-(4-chloro-3-fluoro-phenyl)-pyrrolidine-3-carboxylic acid), CCN(C(C)C)C(C)C (DIPEA), C(C)(C)(C)O (t-butanol), C1(=CC=CC=C1)P(=O)(C1=CC=CC=C1)N=[N+]=[N-] (diphenylphosphoryl azide).